This data is from the Open Reaction Database (ORD), a public repository of structured organic reaction records. The task is: describe an organic reaction: reactants, conditions, products, and yield The reactants are ClC1=CC=C(N=N1)N (6-chloropyridazin-3-amine), BrC(C(=O)C1=CC=CC=C1)C (2-bromo-1-phenylpropan-1-one). The solvent is C(C)#N (acetonitrile). Product: ClC=1C=CC=2N(N1)C(=C(N2)C2=CC=CC=C2)C (6-chloro-3-methyl-2-phenylimidazo[1,2-b]pyridazine). Yield: 80.9%. Reaction SMILES: [Cl:1][C:2]1[N:7]=[N:6][C:5]([NH2:8])=[CH:4][CH:3]=1.Br[CH:10]([CH3:19])[C:11]([C:13]1[CH:18]=[CH:17][CH:16]=[CH:15][CH:14]=1)=O>C(#N)C>[Cl:1][C:2]1[CH:3]=[CH:4][C:5]2[N:6]([C:10]([CH3:19])=[C:11]([C:13]3[CH:18]=[CH:17][CH:16]=[CH:15][CH:14]=3)[N:8]=2)[N:7]=1. Reported procedure: A stirred solution of 6-chloropyridazin-3-amine (1.00 g, 7.71 mmol) and 2-bromo-1-phenylpropan-1-one (Sigma-Aldrich, 1.54 g, 7.71 mmol) in acetonitrile (50 mL) is heated at 80° C. for 16 hours. The mixture is concentrated to dryness and purified via chromatography (hexanes to EtOAc) to afford the title compound (1.52 g, 81%) as a tan solid: Rf 0.52 (1:1 EtOAc:hexanes); LCMS (m/z)=244.2, 246.3 [M+H]+, tR=2.61 min. Starting materials: CC(=O)Nc1ccc(OCc2ccccn2)cc1, CCO, [K+], [OH-]. Product: Nc1ccc(OCc2ccccn2)cc1. RXN SMILES: [C:1](=[O:2])([CH3:3])[NH:4][c:5]1[cH:6][cH:7][c:8]([O:11][CH2:12][c:13]2[n:14][cH:15][cH:16][cH:17][cH:18]2)[cH:9][cH:10]1.[CH3:21][CH2:22][OH:23].[K+:20].[OH-:19]>>[NH2:4][c:5]1[cH:6][cH:7][c:8]([O:11][CH2:12][c:13]2[n:14][cH:15][cH:16][cH:17][cH:18]2)[cH:9][cH:10]1. Starting materials: CCN=C=NCCC[NH+](C)C, ClCCl, COc1ccccc1C(=O)NN, [Cl-], COC(=O)c1ccc(C(F)(F)C(=O)O)cc1. Yields the product COC(=O)c1ccc(C(F)(F)C(=O)NNC(=O)c2ccccc2OC)cc1. Reaction SMILES: [CH2:30]([N:31]=[C:32]=[N:33][CH2:34][CH2:35][CH2:36][NH+:37]([CH3:38])[CH3:39])[CH3:40].[CH2:41]([Cl:42])[Cl:43].[CH3:17][O:18][c:19]1[c:20]([C:21](=[O:22])[NH:23][NH2:24])[cH:25][cH:26][cH:27][cH:28]1.[Cl-:29].[F:1][C:2]([C:3](=[O:4])[OH:5])([c:6]1[cH:7][cH:8][c:9]([C:12](=[O:13])[O:14][CH3:15])[cH:10][cH:11]1)[F:16]>>[F:1][C:2]([C:3](=[O:5])[NH:24][NH:23][C:21]([c:20]1[c:19]([O:18][CH3:17])[cH:28][cH:27][cH:26][cH:25]1)=[O:22])([c:6]1[cH:7][cH:8][c:9]([C:12](=[O:13])[O:14][CH3:15])[cH:10][cH:11]1)[F:16].